This data is from the Open Reaction Database (ORD), a public repository of structured organic reaction records. The task is: describe an organic reaction: reactants, conditions, products, and yield The reactants are BrC=1C=C2C[C@@H](CC2=CC1)NC(=O)C1=NC=C(C=C1)O (N-((R)-5-bromoindan-2-yl)-5-hydroxypyridine-2-carboxamide), CS(=O)(=O)OC[C@H]1OCCC1 ((S)-1-(tetrahydrofuran-2-yl)methyl methanesulfonate), C([O-])([O-])=O.[Cs+].[Cs+] (cesium carbonate), CN(C)C=O (DMF). The solvent is O (water). Run at temperature 60 celsius. Yields the product BrC=1C=C2C[C@@H](CC2=CC1)NC(=O)C1=NC=C(C=C1)OC[C@H]1OCCC1 (N-((R)-5-Bromoindan-2-yl)-5-[(S)-1-(tetrahydrofuran-2-yl)methoxy]pyridine-2-carboxamide). As a reaction SMILES: [Br:1][C:2]1[CH:3]=[C:4]2[C:8](=[CH:9][CH:10]=1)[CH2:7][C@@H:6]([NH:11][C:12]([C:14]1[CH:19]=[CH:18][C:17]([OH:20])=[CH:16][N:15]=1)=[O:13])[CH2:5]2.CS(O[CH2:26][C@@H:27]1[CH2:31][CH2:30][CH2:29][O:28]1)(=O)=O.C(=O)([O-])[O-].[Cs+].[Cs+].CN(C=O)C>O>[Br:1][C:2]1[CH:3]=[C:4]2[C:8](=[CH:9][CH:10]=1)[CH2:7][C@@H:6]([NH:11][C:12]([C:14]1[CH:19]=[CH:18][C:17]([O:20][CH2:26][C@@H:27]3[CH2:31][CH2:30][CH2:29][O:28]3)=[CH:16][N:15]=1)=[O:13])[CH2:5]2 |f:2.3.4|. Procedure details: A mixture of N-((R)-5-bromoindan-2-yl)-5-hydroxypyridine-2-carboxamide (1.50 g), (S)-1-(tetrahydrofuran-2-yl)methyl methanesulfonate (0.81 g), cesium carbonate (1.46 g) and DMF (20 ml) was heated to 60° C. for 4 hours. The cooled reaction mixture was admixed with water and extracted with ethyl acetate. The organic phase was washed three times with water, dried over magnesium sulfate and concentrated. This afforded the product with the molecular weight of 417.31 (C20H21BrN2O3); MS (ESI): 417 (M+H... As a reaction SMILES: [OH-].[Na+].[SH2:3].C1C=CC2C(C3C=CC(O)=CC=3)(C3C=CC(O)=CC=3)OC(=O)C=2C=1.[I:28][C:29]1[CH:37]=[CH:36][CH:35]=[CH:34][C:30]=1[C:31](Cl)=[O:32]>O>[I:28][C:29]1[CH:37]=[CH:36][CH:35]=[CH:34][C:30]=1[C:31]([OH:32])=[S:3] |f:0.1|. Yields the product IC1=C(C(=S)O)C=CC=C1 (o-Iodothiobenzoic acid). Run in O (water), alcohol. Procedure details: A solution of sodium hydroxide (10.68 g) in water (14 ml) and alcohol (55 ml) was stirred and treated with hydrogen sulphide at 20° until the mixture did not give an immediate alkaline reaction with phenolphthalein. The solution was cooled to 10°-15° and treated slowly with o-iodobenzoyl chloride (33.66 g). The mixture was stirred for 11/4 hours. The precipitated sodium chloride was filtered off and washed with ethanol (25 ml.) The filtrate was concentrated slightly in vacuo and treated with col... Run at time 4 hour. The reactants are [OH-].[Na+] (sodium hydroxide), IC1=C(C(=O)Cl)C=CC=C1 (o-iodobenzoyl chloride), S (hydrogen sulphide), C=1C=CC2=C(C1)C(=O)OC2(C=3C=CC(=CC3)O)C=4C=CC(=CC4)O (phenolphthalein). Reactants: NC1=C(C(=C(C(=O)O)C=C1[N+](=O)[O-])F)Cl (4-Amino-3-chloro-2-fluoro-5-nitro-benzoic acid), [Si](C)(C)(C)C=[N+]=[N-] (TMS diazomethane). Solvent: C1CCOC1 (THF), CO (MeOH). The product is COC(C1=C(C(=C(C(=C1)[N+](=O)[O-])N)Cl)F)=O (4-Amino-3-chloro-2-fluoro-5-nitro-benzoic acid methyl ester). Isolated yield 39.4%. As a reaction SMILES: [NH2:1][C:2]1[C:10]([N+:11]([O-:13])=[O:12])=[CH:9][C:5]([C:6]([OH:8])=[O:7])=[C:4]([F:14])[C:3]=1[Cl:15].[Si](C=[N+]=[N-])(C)(C)[CH3:17]>C1COCC1.CO>[CH3:17][O:7][C:6](=[O:8])[C:5]1[CH:9]=[C:10]([N+:11]([O-:13])=[O:12])[C:2]([NH2:1])=[C:3]([Cl:15])[C:4]=1[F:14]. Procedure: To a stirred solution of 4-amino-3-chloro-2-fluoro-5-nitro-benzoic acid 3a (3.61 g, 15.4 mmol) in THF (30 mL) and MeOH (10 mL), TMS diazomethane (9.23 mL, 2.0 M solution in hexanes, 18.5 mmol) is added. After completion of reaction, the reaction mixture is concentrated via rotary evaporation with acetic acid in the trap. The recovered oily solid is triturated with diethyl ether to provide 1.51 g of a yellow solid. The filtrate is concentrated and triturated with diethyl ether to give an addition... Starting materials: CN1CCNCC1, CN(C)C=O, Fc1ccccc1C1=NCc2cnc(Cl)nc2-c2ccc(Cl)cc21, [NH4+], [OH-], O. The product is Cl, CN1CCN(c2ncc3c(n2)-c2ccc(Cl)cc2C(c2ccccc2F)=NC3)CC1. Reaction SMILES: [CH3:25][N:26]1[CH2:27][CH2:28][NH:29][CH2:30][CH2:31]1.[CH3:35][N:36]([CH3:37])[CH:38]=[O:39].[Cl:1][c:2]1[n:3][cH:4][c:5]2[c:11]([n:12]1)-[c:10]1[c:9]([cH:16][c:15]([Cl:17])[cH:14][cH:13]1)[C:8]([c:18]1[c:19]([F:24])[cH:20][cH:21][cH:22][cH:23]1)=[N:7][CH2:6]2.[NH4+:33].[OH-:34].[OH2:32]>>[ClH:1].[c:2]1([N:29]2[CH2:28][CH2:27][N:26]([CH3:25])[CH2:31][CH2:30]2)[n:3][cH:4][c:5]2[c:11]([n:12]1)-[c:10]1[c:9]([cH:16][c:15]([Cl:17])[cH:14][cH:13]1)[C:8]([c:18]1[c:19]([F:24])[cH:20][cH:21][cH:22][cH:23]1)=[N:7][CH2:6]2. Reactants: COC(=O)CCCCCCN1C(=O)CCCC1C=CC(O)Cc1ccccc1, CO, [H][H]. Yields the product COC(=O)CCCCCCN1C(=O)CCCC1CCC(O)Cc1ccccc1. RXN SMILES: [CH3:1][O:2][C:3]([CH2:4][CH2:5][CH2:6][CH2:7][CH2:8][CH2:9][N:10]1[CH:11]([CH:17]=[CH:18][CH:19]([CH2:20][c:21]2[cH:22][cH:23][cH:24][cH:25][cH:26]2)[OH:27])[CH2:12][CH2:13][CH2:14][C:15]1=[O:16])=[O:28].[CH3:31][OH:32].[H:29][H:30]>>[CH3:1][O:2][C:3]([CH2:4][CH2:5][CH2:6][CH2:7][CH2:8][CH2:9][N:10]1[CH:11]([CH2:17][CH2:18][CH:19]([CH2:20][c:21]2[cH:22][cH:23][cH:24][cH:25][cH:26]2)[OH:27])[CH2:12][CH2:13][CH2:14][C:15]1=[O:16])=[O:28].